From a dataset of the Open Reaction Database (ORD), a public repository of structured organic reaction records. describe an organic reaction: reactants, conditions, products, and yield Reactants: CS(=O)(=O)OCC1COCC1 (Tetrahydro-3-furanmethanol methanesulfonate), [Li]CCCC (n-BuLi), C(C)(C)NC(C)C (diisopropylamine), [Li+].CC(C)[N-]C(C)C (LDA), [Li+].CC(C)[N-]C(C)C (LDA), Cl (Hydrochloric acid), N-(diphenylmethylidene)-3-(aminomethyl)pyridine, N-(diphenylmethylidene)-3-(aminomethyl)pyridine. The solvent is O1CCCC1 (tetrahydrofuran), O1CCCC1 (tetrahydrofuran), O1CCCC1 (tetrahydrofuran). Reaction conditions: temperature -78 celsius, time 45 minute. Product: NC(CC1COCC1)C=1C=NC=CC1 (1-amino-1-(3-pyridyl)-2-(3-tetrahydrofuranyl)-ethane). As a reaction SMILES: [Li+].C[CH:3]([N-:5][CH:6]([CH3:8])C)[CH3:4].[Li][CH2:10]CCC.[CH:14]([NH:17]C(C)C)(C)C.CS(O[CH2:26][CH:27]1[CH2:31][CH2:30][O:29][CH2:28]1)(=O)=O.Cl>O1CCCC1>[NH2:17][CH:14]([C:8]1[CH:6]=[N:5][CH:3]=[CH:4][CH:10]=1)[CH2:26][CH:27]1[CH2:31][CH2:30][O:29][CH2:28]1 |f:0.1|. Reported procedure: LDA (14.66 mmol) was generated at 0° C. by adding n-BuLi (6.4 mL of 2.3 M solution in hexane, 14.66 mmol) to a solution of diisopropylamine (2.27 mL, 16.0 mmol) in dry tetrahydrofuran (THF) (13 mL). N-(diphenylmethylidene)-3-(aminomethyl)pyridine (3.62 g, 13.33 mmol) was dissolved in dry tetrahydrofuran (13 mL) and the solution cooled to −78° C. under a nitrogen atmosphere. LDA was then transferred to the solution of N-(diphenylmethylidene)-3-(aminomethyl)pyridine using a double tipped needle un...